This data is from the Open Reaction Database (ORD), a public repository of structured organic reaction records. The task is: describe an organic reaction: reactants, conditions, products, and yield The reactants are O1C=CC2=C1C=CC(=C2)CC(=O)OC (Methyl benzofuran-5-ylacetate), [OH-].[Na+] (sodium hydroxide). Run in CO (methanol). Reaction conditions: time 3 hour. Yields the product O1C=CC2=C1C=CC(=C2)CC(=O)O (benzofuran-5-ylacetic acid). Isolated yield 99.1%. Reaction SMILES: [O:1]1[C:5]2[CH:6]=[CH:7][C:8]([CH2:10][C:11]([O:13]C)=[O:12])=[CH:9][C:4]=2[CH:3]=[CH:2]1.[OH-].[Na+]>CO>[O:1]1[C:5]2[CH:6]=[CH:7][C:8]([CH2:10][C:11]([OH:13])=[O:12])=[CH:9][C:4]=2[CH:3]=[CH:2]1 |f:1.2|. Procedure: Methyl benzofuran-5-ylacetate (1.2 gm, 6.3 mmol) was dissolved in methanol (10 mL) and 2N sodium hydroxide (6.5 mL) was added under nitrogen and the mixture was stirred at rt for 3 hr. It was then diluted-with water and extracted with ether. The aqueous layer was acidified with 2N hydrochloric acid and again extracted twice with ethyl acetate. The organic layers were washed with brine, combined, dried over sodium sulfate and evaporated to give 1.1 gm of title compound suitable for the next step. Starting materials: OC1=C(C=CC=C1)C(CC)(O)C1=C(C=CC=C1)O (1,1-bis(2-hydroxyphenyl)propanol), ClC=1C(=C(C=CC1OC)C(C)C1=C(C=CC=C1)OC)OC (1-(3-chloro-2-methoxy-methoxyphenyl)-1-(2-methoxyphenyl)ethane), ClC=1C(=C(C=CC1)C(C)(O)C1=C(C=CC=C1)OC)OCOC (1-(3-chloro-2-methoxymethoxyphenyl)-1-(2-methoxyphenyl)ethanol). Product: OC1=C(C=CC=C1)C(CC)C1=C(C=CC=C1)O (1,1-Bis(2-hydroxyphenyl)propane). Reaction SMILES: [OH:1][C:2]1[CH:7]=[CH:6][CH:5]=[CH:4][C:3]=1[C:8]([C:12]1[CH:17]=[CH:16][CH:15]=[CH:14][C:13]=1[OH:18])(O)[CH2:9][CH3:10].ClC1C(OC)=C(C(C2C=CC=CC=2OC)C)C=CC=1OC.ClC1C(OCOC)=C(C(C2C=CC=CC=2OC)(O)C)C=CC=1>>[OH:1][C:2]1[CH:7]=[CH:6][CH:5]=[CH:4][C:3]=1[CH:8]([C:12]1[CH:17]=[CH:16][CH:15]=[CH:14][C:13]=1[OH:18])[CH2:9][CH3:10]. Procedure details: 1,1-Bis(2-hydroxyphenyl)propane was prepared similarly from 1,1-bis(2-hydroxyphenyl)propanol and 1-(3-chloro-2-methoxy-methoxyphenyl)-1-(2-methoxyphenyl)ethane was prepared similarly from 1-(3-chloro-2-methoxymethoxyphenyl)-1-(2-methoxyphenyl)ethanol. Reactants: BrC1=CC=C(C=C1)[N+](=O)[O-] (1-bromo-4-nitrobenzene), CC1(OB(OC1(C)C)C1=CCN(CC1)C(=O)OC(C)(C)C)C (tert-butyl 4-(4,4,5,5-tetramethyl-1,3,2-dioxaborolan-2-yl)-5,6-dihydropyridine-1(2H)-carboxylate), C([O-])([O-])=O.[Na+].[Na+] (sodium carbonate), CO (methanol). Reagents/catalysts: C1=CC=C(C=C1)P([C-]2C=CC=C2)C3=CC=CC=C3.C1=CC=C(C=C1)P([C-]2C=CC=C2)C3=CC=CC=C3.Cl[Pd]Cl.[Fe+2].ClCCl ([1,1′-Bis(diphenylphosphino)ferrocene]dichloropalladium(II) dichloromethane). Solvent: C(C)(=O)OCC (ethyl acetate), O (water), O1CCCC1 (tetrahydrofuran), O (water). Run at temperature 70 celsius. Yields the product [N+](=O)([O-])C1=CC=C(C=C1)C1=CCN(CC1)C(=O)OC(C)(C)C (tert-butyl 4-(4-nitrophenyl)-5,6-dihydropyridine-1(2H)-carboxylate). Reaction SMILES: Br[C:2]1[CH:7]=[CH:6][C:5]([N+:8]([O-:10])=[O:9])=[CH:4][CH:3]=1.CC1(C)C(C)(C)OB([C:19]2[CH2:24][CH2:23][N:22]([C:25]([O:27][C:28]([CH3:31])([CH3:30])[CH3:29])=[O:26])[CH2:21][CH:20]=2)O1.C(=O)([O-])[O-].[Na+].[Na+].CO>O1CCCC1.O.C(OCC)(=O)C.C1C=CC(P(C2C=CC=CC=2)[C-]2C=CC=C2)=CC=1.C1C=CC(P(C2C=CC=CC=2)[C-]2C=CC=C2)=CC=1.Cl[Pd]Cl.[Fe+2].ClCCl>[N+:8]([C:5]1[CH:6]=[CH:7][C:2]([C:19]2[CH2:24][CH2:23][N:22]([C:25]([O:27][C:28]([CH3:31])([CH3:30])[CH3:29])=[O:26])[CH2:21][CH:20]=2)=[CH:3][CH:4]=1)([O-:10])=[O:9] |f:2.3.4,9.10.11.12.13|. Reported procedure: In a 350 mL sealed pressure flask were mixed 1-bromo-4-nitrobenzene (4.00 g, 19.80 mmol), tert-butyl 4-(4,4,5,5-tetramethyl-1,3,2-dioxaborolan-2-yl)-5,6-dihydropyridine-1(2H)-carboxylate (6.74 g, 21.78 mmol), and sodium carbonate (4.41 g, 41.6 mmol) in tetrahydrofuran (60 ml), water (30 ml), and methanol (10 ml). The mixture was put through three vacuum/nitrogen purge cycles. [1,1′-Bis(diphenylphosphino)ferrocene]dichloropalladium(II) dichloromethane (0.485 g, 0.594 mmol) was added, and the reac...